Dataset: the Open Reaction Database (ORD), a public repository of structured organic reaction records. Task: describe an organic reaction: reactants, conditions, products, and yield Reactants: COc1cc(N2CCNCC2)ccc1[N+](=O)[O-], CC#N, CCCI, [Na+], O=C([O-])O. Product: CCCN1CCN(c2ccc([N+](=O)[O-])c(OC)c2)CC1. RXN SMILES: [CH3:1][O:2][c:3]1[cH:4][c:5]([N:12]2[CH2:13][CH2:14][NH:15][CH2:16][CH2:17]2)[cH:6][cH:7][c:8]1[N+:9](=[O:10])[O-:11].[CH3:27][C:28]#[N:29].[I:18][CH2:19][CH2:20][CH3:21].[Na+:26].[O-:22][C:23]([OH:24])=[O:25]>>[CH3:1][O:2][c:3]1[cH:4][c:5]([N:12]2[CH2:13][CH2:14][N:15]([CH2:19][CH2:20][CH3:21])[CH2:16][CH2:17]2)[cH:6][cH:7][c:8]1[N+:9](=[O:10])[O-:11]. The reactants are CN(C=O)C (N,N-dimethylformamide), P(=O)(Cl)(Cl)Cl (phosphoryl chloride), COC(C1=C(C(=CC(=C1)OC)OC)C)=O (3,5-dimethoxy-2-methylbenzoic acid methyl ester), ice water. Run in ClCCl (dichloromethane), ClCCl (dichloromethane). Reaction conditions: time 1.5 hour. Product: COC(C1=C(C(=CC(=C1C)OC)OC)C=O)=O (2-formyl-3,5-dimethoxy-6-methylbenzoic acid methyl ester). RXN SMILES: CN(C)[CH:3]=[O:4].P(Cl)(Cl)(Cl)=O.[CH3:11][O:12][C:13](=[O:25])[C:14]1[CH:19]=[C:18]([O:20][CH3:21])[CH:17]=[C:16]([O:22][CH3:23])[C:15]=1[CH3:24]>ClCCl>[CH3:11][O:12][C:13](=[O:25])[C:14]1[C:15]([CH3:24])=[C:16]([O:22][CH3:23])[CH:17]=[C:18]([O:20][CH3:21])[C:19]=1[CH:3]=[O:4]. Procedure: To a solution of 340 ml of N,N-dimethylformamide in 1 l of dichloromethane were added slowly 404 ml of phosphoryl chloride. The solution was stirred for 1.5 h at room temperature, and then, a solution of 618 g of 3,5-dimethoxy-2-methylbenzoic acid methyl ester in 200 ml of dichloromethane was added within 10 min. The mixture was heated for 72 h at reflux temperature. After cooling, the mixture was slowly poured into 3 l of ice-water and subsequently extracted with 3.6 l of dichloromethane. The o...